Dataset: the Open Reaction Database (ORD), a public repository of structured organic reaction records. Task: describe an organic reaction: reactants, conditions, products, and yield Starting materials: CC(C)=O, CC(C)COC(=O)C1(F)C(=O)NC(=O)NC1[N+]([O-])=Cc1ccco1, ON=Cc1ccco1, c1ccncc1. Product: CC(C)COC(=O)C1(F)C(=O)NC(=O)NC1ON=Cc1ccco1. Reaction SMILES: [CH3:33][C:34]([CH3:35])=[O:36].[CH:1](=[N+:2]([O-:3])[CH:8]1[C:9]([C:16](=[O:17])[O:18][CH2:19][CH:20]([CH3:21])[CH3:22])([F:23])[C:10](=[O:15])[NH:11][C:12](=[O:14])[NH:13]1)[c:4]1[o:5][cH:6][cH:7][cH:24]1.[CH:25]([c:26]1[cH:27][cH:28][cH:29][o:30]1)=[N:31][OH:32].[n:37]1[cH:38][cH:39][cH:40][cH:41][cH:42]1>>[CH:8]1([O:32][N:31]=[CH:25][c:26]2[cH:27][cH:28][cH:29][o:30]2)[C:9]([C:16](=[O:17])[O:18][CH2:19][CH:20]([CH3:21])[CH3:22])([F:23])[C:10](=[O:15])[NH:11][C:12](=[O:14])[NH:13]1. Reactants: FC(C(=O)OC(C(F)(F)F)=O)(F)F (trifluoroacetic anhydride), FC1=C(C=CC=C1OC)SCCC(=O)O (3-(2-fluoro-3-methoxyphenylthio)propanoic acid), C(=O)([O-])[O-].[Na+].[Na+] (Na2CO3). Solvent: FC(C(=O)O)(F)F (trifluoroacetic acid). Conditions: time 8 minute. Product: FC=1C(=CC=C2C(CSCC12)=O)OC (8-fluoro-7-methoxyisothiochroman-4-one). Yield: 77.0%. Reaction SMILES: FC1[C:7](OC)=[CH:6][CH:5]=[CH:4][C:3]=1[S:10][CH2:11][CH2:12]C(O)=O.FC(F)(F)[C:18]([O:20][C:21](=O)[C:22]([F:25])(F)F)=O.C([O-])([O-])=[O:30].[Na+].[Na+]>FC(F)(F)C(O)=O>[F:25][C:22]1[C:21]([O:20][CH3:18])=[CH:7][CH:6]=[C:5]2[C:4]=1[CH2:3][S:10][CH2:11][C:12]2=[O:30] |f:2.3.4|. Procedure details: The acid from Step 5 (7.63 g, 33 mmol) was dissolved in trifluoroacetic acid (12 mL), treated with trifluoroacetic anhydride (4 mL) and stirred at room temperature (8 minutes). The reaction was poured into 10% Na2CO3 (50 mL) and extracted with ethyl acetate, washed with brine, dried over MgSO4 and concentrated in vacuo to give 8-fluoro-7-methoxyisothiochroman-4-one (5.42 g, 77%) as a brown solid: mp 85°-92° C.; 1H NMR (CDCl3) 300 MHz 7.83 (d, J=8.9 Hz, 1H) 7.19 (t, J=8.5 Hz, 1H) 4.01 (s, 2H) 3.9...